Dataset: the Open Reaction Database (ORD), a public repository of structured organic reaction records. Task: describe an organic reaction: reactants, conditions, products, and yield Reactants: CCO, CC(=O)O, [Fe], [H][H], O=[N+]([O-])c1ccc(F)c([N+](=O)[O-])c1, O, [Rh]. Yields the product Nc1cc([N+](=O)[O-])ccc1F. Reaction SMILES: [CH3:14][CH2:15][OH:16].[CH3:17][C:18](=[O:19])[OH:20].[Fe:23].[H:21][H:22].[N+:1]([O-:2])(=[O:3])[c:4]1[c:5]([F:13])[cH:6][cH:7][c:8]([N+:10](=[O:11])[O-:12])[cH:9]1.[OH2:25].[Rh:24]>>[NH2:1][c:4]1[c:5]([F:13])[cH:6][cH:7][c:8]([N+:10](=[O:11])[O-:12])[cH:9]1. Product: CC(COC(F)F)Oc1cc(Oc2ccc(C(=O)N3CCC3)nc2)cc(C(=O)Nc2ccn(C)n2)c1. As a reaction SMILES: [C:38](=[O:39])([O-:40])[O-:41].[CH3:44][CH2:45][O:46][C:47](=[O:48])[CH3:49].[Cs+:42].[Cs+:43].[F:1][CH:2]([O:3][CH2:4][CH:5]([CH3:6])[O:7][c:8]1[cH:9][c:10]([C:11](=[O:12])[NH:13][c:14]2[n:15][n:16]([CH3:19])[cH:17][cH:18]2)[cH:20][c:21]([OH:23])[cH:22]1)[F:24].[N:25]1([C:29](=[O:30])[c:31]2[n:32][cH:33][c:34]([Br:37])[cH:35][cH:36]2)[CH2:26][CH2:27][CH2:28]1.[OH2:50]>>[F:1][CH:2]([O:3][CH2:4][CH:5]([CH3:6])[O:7][c:8]1[cH:9][c:10]([C:11](=[O:12])[NH:13][c:14]2[n:15][n:16]([CH3:19])[cH:17][cH:18]2)[cH:20][c:21]([O:23][c:34]2[cH:33][n:32][c:31]([C:29]([N:25]3[CH2:26][CH2:27][CH2:28]3)=[O:30])[cH:36][cH:35]2)[cH:22]1)[F:24]. Starting materials: O=C([O-])[O-], CCOC(C)=O, [Cs+], [Cs+], CC(COC(F)F)Oc1cc(O)cc(C(=O)Nc2ccn(C)n2)c1, O=C(c1ccc(Br)cn1)N1CCC1, O. Reactants: COC(CCC1=CC(=CC=C1)CNCC1=CC2=C(OCCO2)C=C1)=O (3-(3-{[(2,3-Dihydro-benzo[1,4]dioxin-6-ylmethyl)-amino]-methyl}-phenyl)-propionic acid methyl ester), C1(=CC=CC=C1)S(=O)(=O)Cl (benzenesulfonyl chloride). Run in C(C)N(CC)CC (triethylamine). The product is COC(CCC1=CC(=CC=C1)CN(CC1=CC2=C(OCCO2)C=C1)S(=O)(=O)C1=CC=CC=C1)=O (3-(3-{[Benzenesulfonyl-(2,3-dihydro-benzo[1,4]dioxin-6-ylmethyl)-amino]-methyl}-phenyl)-propionic acid methyl ester). Reaction SMILES: [CH3:1][O:2][C:3](=[O:25])[CH2:4][CH2:5][C:6]1[CH:11]=[CH:10][CH:9]=[C:8]([CH2:12][NH:13][CH2:14][C:15]2[CH:24]=[CH:23][C:18]3[O:19][CH2:20][CH2:21][O:22][C:17]=3[CH:16]=2)[CH:7]=1.[C:26]1([S:32](Cl)(=[O:34])=[O:33])[CH:31]=[CH:30][CH:29]=[CH:28][CH:27]=1>C(N(CC)CC)C>[CH3:1][O:2][C:3](=[O:25])[CH2:4][CH2:5][C:6]1[CH:11]=[CH:10][CH:9]=[C:8]([CH2:12][N:13]([S:32]([C:26]2[CH:31]=[CH:30][CH:29]=[CH:28][CH:27]=2)(=[O:34])=[O:33])[CH2:14][C:15]2[CH:24]=[CH:23][C:18]3[O:19][CH2:20][CH2:21][O:22][C:17]=3[CH:16]=2)[CH:7]=1. Procedure details: The title compound of Step B was prepared following the method described in Step B of Example 1 from 3-(3-{[(2,3-dihydro-benzo[1,4]dioxin-6-ylmethyl)-amino]-methyl}-phenyl)-propionic acid methyl ester of Step A and benzenesulfonyl chloride using triethylamine in place of N,N-diisopropylethylamine. 1H NMR (400 MHz, CDCl3) δ 7.84 (m, 2H), 7.60-7.49 (m, 3H), 7.14 (m, 1H), 7.04 (d, 1H), 6.89 (d, 1H), 6.78 (s, 1H), 6.69 (d, 1H), 6.51 (m, 2H), 4.29 (s, 2H), 4.20 (m, 6H), 3.67 (s, 3H), 2.81 (t, 2H), 2.... The reactants are [H-].[Na+] (sodium hydride), CN1C[C@H]([C@H](CC1)O)C1=CC=CC=C1 (cis-1-methyl-3-phenyl-4-piperidinol), [H][H] (hydrogen), FC1=CC=C(C#N)C=C1 (p-fluorobenzonitrile). Run in O (water), CN(C)C=O (DMF), CN(C)C=O (DMF). Conditions: temperature 80 celsius, time 18 hour. Product: C(#N)C1=CC=C(O[C@@H]2[C@@H](CN(CC2)C)C2=CC=CC=C2)C=C1 (cis-4-(4-cyanophenoxy)-1-methyl-3-phenylpiperidine). As a reaction SMILES: [H-].[Na+].[CH3:3][N:4]1[CH2:9][CH2:8][C@H:7]([OH:10])[C@H:6]([C:11]2[CH:16]=[CH:15][CH:14]=[CH:13][CH:12]=2)[CH2:5]1.[H][H].F[C:20]1[CH:27]=[CH:26][C:23]([C:24]#[N:25])=[CH:22][CH:21]=1>CN(C=O)C.O>[C:24]([C:23]1[CH:26]=[CH:27][C:20]([O:10][C@H:7]2[CH2:8][CH2:9][N:4]([CH3:3])[CH2:5][C@H:6]2[C:11]2[CH:16]=[CH:15][CH:14]=[CH:13][CH:12]=2)=[CH:21][CH:22]=1)#[N:25] |f:0.1|. Procedure: A mixture of 0.31 g of sodium hydride, 2.48 g of cis-1-methyl-3-phenyl-4-piperidinol of Example 22 and 20 ml of dry DMF is slowly heated to 80° C. When hydrogen evolution is no longer observed, the mixture is cooled to 3° C. and a solution of 1.73 g of p-fluorobenzonitrile in 10 ml of DMF is added. The mixture is stirred for 18 hours at room temperature under nitrogen, poured into 100 ml of distilled water, and extracted with chloroform. The chloroform extracts are dried over anhydrous Na2SO4 an... The reactants are CS(=O)(=O)OCCO[C@@H]1CC[C@H](CC1)N1C=2N(C(=C(C1=O)CC1=CC=C(C=C1)C1=C(C=CC=C1)C#N)CCC)N=CN2 (2-[(trans-4-{6-[(2′-cyanobiphenyl-4-yl)methyl]-5-oxo-7-propyl[1,2,4]triazolo[1,5-a]pyrimidin-4(5H)-yl}cyclohexyl)oxy]ethyl methanesulfonate), N1CCOCC1 (morpholine), [I-].[Na+] (sodium iodide). Run in O1CCCC1 (tetrahydrofuran). Conditions: temperature 70 celsius, time 5 hour. Yields the product N1(CCOCC1)CCO[C@@H]1CC[C@H](CC1)N1C=2N(C(=C(C1=O)CC1=CC=C(C=C1)C=1C(=CC=CC1)C#N)CCC)N=CN2 (4′-({4-[trans-4-(2-morpholin-4-ylethoxy)cyclohexyl]-5-oxo-7-propyl-4,5-dihydro[1,2,4]triazolo[1,5-a]pyrimidin-6-yl}methyl)biphenyl-2-carbonitrile). Yield: 101.5%. Reaction SMILES: CS(O[CH2:6][CH2:7][O:8][C@H:9]1[CH2:14][CH2:13][C@H:12]([N:15]2[C:20](=[O:21])[C:19]([CH2:22][C:23]3[CH:28]=[CH:27][C:26]([C:29]4[CH:34]=[CH:33][CH:32]=[CH:31][C:30]=4[C:35]#[N:36])=[CH:25][CH:24]=3)=[C:18]([CH2:37][CH2:38][CH3:39])[N:17]3[N:40]=[CH:41][N:42]=[C:16]23)[CH2:11][CH2:10]1)(=O)=O.[NH:43]1[CH2:48][CH2:47][O:46][CH2:45][CH2:44]1.[I-].[Na+]>O1CCCC1>[N:43]1([CH2:6][CH2:7][O:8][C@H:9]2[CH2:14][CH2:13][C@H:12]([N:15]3[C:20](=[O:21])[C:19]([CH2:22][C:23]4[CH:28]=[CH:27][C:26]([C:29]5[C:30]([C:35]#[N:36])=[CH:31][CH:32]=[CH:33][CH:34]=5)=[CH:25][CH:24]=4)=[C:18]([CH2:37][CH2:38][CH3:39])[N:17]4[N:40]=[CH:41][N:42]=[C:16]34)[CH2:11][CH2:10]2)[CH2:48][CH2:47][O:46][CH2:45][CH2:44]1 |f:2.3|. Reported procedure: A mixture of 2-[(trans-4-{6-[(2′-cyanobiphenyl-4-yl)methyl]-5-oxo-7-propyl[1,2,4]triazolo[1,5-a]pyrimidin-4(5H)-yl}cyclohexyl)oxy]ethyl methanesulfonate (0.3 g), morpholine (0.88 g), sodium iodide (0.015 g) and tetrahydrofuran (10 mL) was stirred at 70° C. for 5 hr. The reaction mixture was concentrated, and the obtained residue was purified by silica gel column chromatography to give the title compound as a colorless solid (0.3 g, 100%). Starting materials: CC1=CC=C(C=C1)NN=C1CCC(N2C1=NC=1CCCCC1C2=O)C (6-(4-Methyl-phenylhydrazono)-9-methyl-1,2,3,4,6,7,8,9-octahydro-pyrido[2,1-b]quinazoline-11-one), polyphosphoric acid. The solvent is O (water). The product is CC1CC2=C(C3=NC=4CCCCC4C(N31)=O)NC3=CC=C(C=C32)C (7,10-dimethyl-5-oxo-1,2,3,4,7,8-hexahydro-5H,13H-indolo[2',3';3,4]pyrido [2,1-b]quinazoline). As a reaction SMILES: CC1C=CC(N[N:9]=[C:10]2[C:15]3=[N:16][C:17]4[CH2:18][CH2:19][CH2:20][CH2:21][C:22]=4[C:23](=[O:24])[N:14]3[CH:13]([CH3:25])[CH2:12][CH2:11]2)=CC=1>O>[CH3:25][CH:13]1[N:14]2[C:15](=[N:16][C:17]3[CH2:18][CH2:19][CH2:20][CH2:21][C:22]=3[C:23]2=[O:24])[C:10]2[NH:9][C:19]3[C:20]([C:11]=2[CH2:12]1)=[CH:21][C:22]([CH3:23])=[CH:17][CH:18]=3. Procedure: 1 g. of 6-(4-Methyl-phenylhydrazono)-9-methyl-1,2,3,4,6,7,8,9-octahydro-pyrido[2,1-b]quinazoline-11-one is added to 10 g. of polyphosphoric acid heated to 180° C. and the reaction mixture is heated for 40 minutes at this temperature. After cooling the mixture is diluted with 60 ml. of water. A yellowish-white crystalline precipitate is obtained which is filtered and washed with water. After drying the obtained solid is dissolved in chloroform and the undissolved part is filtered off. The solutio... The reactants are OC1=C(C=O)C=C2C(=C1)OCO2 (2-hydoxy-4,5-methylenedioxybenzaldehyde), C(CC(=O)OCC)(=O)OCC (diethyl malonate), N1CCCCC1 (piperidine), C(C)(=O)O (acetic acid). Solvent: C(C)O (ethanol). The product is C1OC=2C(=CC3=C(C=C(C(O3)=O)C(=O)OCC)C2)O1 (ethyl 6,7-methylenedioxy-2-oxo-1-benzopyran-3-carboxylate). Isolated yield 70.5%. As a reaction SMILES: [OH:1][C:2]1[CH:9]=[C:8]2[O:10][CH2:11][O:12][C:7]2=[CH:6][C:3]=1[CH:4]=O.[C:13](OCC)(=[O:20])[CH2:14][C:15]([O:17][CH2:18][CH3:19])=[O:16].N1CCCCC1.C(O)(=O)C>C(O)C>[CH2:11]1[O:10][C:8]2=[CH:9][C:2]3[O:1][C:13](=[O:20])[C:14]([C:15]([O:17][CH2:18][CH3:19])=[O:16])=[CH:4][C:3]=3[CH:6]=[C:7]2[O:12]1. Procedure: A mixture of 2-hydoxy-4,5-methylenedioxybenzaldehyde (1.16 g), diethyl malonate (1.34 g), piperidine (0.3 g), acetic acid (0.035 ml) and ethanol (30 ml) was refluxed for 4 hours. After the reaction mixture was cooled, the resulting crystal was collected by filtration to yield ethyl 6,7-methylenedioxy-2-oxo-1-benzopyran-3-carboxylate (1.29 g, 70%) having a melting point of 200°-201° C.